This data is from the Open Reaction Database (ORD), a public repository of structured organic reaction records. The task is: describe an organic reaction: reactants, conditions, products, and yield Starting materials: COC(=O)C=1N=NN(C1)[C@@H]1CC[C@@H](CC1)NC(=O)OC(C)(C)C (1-(cis-4-tert-butoxycarbonylamino-cyclohexyl)-1H-[1,2,3]triazole-4-carboxylic acid methyl ester), Cl (HCl). The solvent is CCOC(=O)C (EtOAc), CO (MeOH). Reaction conditions: time 1 hour. The product is Cl.Cl.COC(=O)C=1N=NN(C1)[C@@H]1CC[C@@H](CC1)N (1-(cis-4-Amino-cyclohexyl)-1H-[1,2,3]triazole-4-carboxylic acid methyl ester dihydrochloride). As a reaction SMILES: [CH3:1][O:2][C:3]([C:5]1[N:6]=[N:7][N:8]([C@H:10]2[CH2:15][CH2:14][C@@H:13]([NH:16]C(OC(C)(C)C)=O)[CH2:12][CH2:11]2)[CH:9]=1)=[O:4].[ClH:24]>CCOC(C)=O.CO>[ClH:24].[ClH:24].[CH3:1][O:2][C:3]([C:5]1[N:6]=[N:7][N:8]([C@H:10]2[CH2:15][CH2:14][C@@H:13]([NH2:16])[CH2:12][CH2:11]2)[CH:9]=1)=[O:4] |f:4.5.6|. Procedure: A solution of 1-(cis-4-tert-butoxycarbonylamino-cyclohexyl)-1H-[1,2,3]triazole-4-carboxylic acid methyl ester (2.53 g) in a mixture of 4.6 M HCl in EtOAc (25 ml) and MeOH (7.6 ml) was stirred 1 h at RT. The product precipitated and was collected by filtration. Yield: 1.36 g (58%). White powder. MS 225.0 (100, [M+H]+). Conditions: time 10 minute. RXN SMILES: [Br:1][C:2]1[CH:10]=[CH:9][C:5]([C:6](Cl)=[O:7])=[CH:4][CH:3]=1.[Cl-].[Al+3].[Cl-].[Cl-].[CH3:15][C:16]1[C:20]2[C:21]([OH:29])=[C:22]([CH2:26][CH2:27][CH3:28])[CH:23]=[C:24]([Cl:25])[C:19]=2[O:18][CH:17]=1>C(Cl)CCl>[Br:1][C:2]1[CH:10]=[CH:9][C:5]([C:6]([C:17]2[O:18][C:19]3[C:24]([Cl:25])=[CH:23][C:22]([CH2:26][CH2:27][CH3:28])=[C:21]([O:29][C:6](=[O:7])[C:5]4[CH:9]=[CH:10][C:2]([Br:1])=[CH:3][CH:4]=4)[C:20]=3[C:16]=2[CH3:15])=[O:7])=[CH:4][CH:3]=1 |f:1.2.3.4|. Product: BrC1=CC=C(C(=O)C=2OC3=C(C2C)C(=C(C=C3Cl)CCC)OC(C3=CC=C(C=C3)Br)=O)C=C1 (p-bromobenzoyl-3-methyl-4-(p-bromobenzoyloxy)-5-propyl-7-chlorobenzofuran). Procedure details: A solution of p-bromobenzoyl chloride (1.1 gm; 5.0 mmoles) in ethylene dichloride (5 mL) was added slowly to a cooled suspension of aluminium chloride (3.3 gm; 25 mmoles) in ethylene dichloride (75 mL). After stirring for a period of 10 minutes, 3-methyl-4-hydroxy-5-propyl-7-chlorobenzofuran (0.95 gm; 4.2 mmoles) in dichloroethylene (20 mL) was added over a period of 2 minutes. The reaction mixture was stirred at room temperature for 1 hour. It was cooled with an ice-bath and ice was added slowl... The reactants are CC1=COC2=C1C(=C(C=C2Cl)CCC)O (3-methyl-4-hydroxy-5-propyl-7-chlorobenzofuran), BrC1=CC=C(C(=O)Cl)C=C1 (p-bromobenzoyl chloride), [Cl-].[Al+3].[Cl-].[Cl-] (aluminium chloride). Run in C(CCl)Cl (dichloroethylene), C(CCl)Cl (ethylene dichloride), C(CCl)Cl (ethylene dichloride). Reactants: C(CC)(=O)OCC1CO1 (glycidyl propionate), C(C1CO1)OCC=C (allyl glycidyl ether). The product is C(CCC)(=O)OCC1CO1 (glycidyl butyrate), C(C1CO1)OCC=C (allyl glycidyl ether). Reaction SMILES: [C:1]([O:5][CH2:6][CH:7]1[O:9][CH2:8]1)(=[O:4])[CH2:2][CH3:3].[CH2:10]([O:14][CH2:15][CH:16]=[CH2:17])[CH:11]1[O:13][CH2:12]1>>[C:1]([O:5][CH2:6][CH:7]1[O:9][CH2:8]1)(=[O:4])[CH2:2][CH2:3][CH3:10].[CH2:10]([O:14][CH2:15][CH:16]=[CH2:17])[CH:11]1[O:13][CH2:12]1. Procedure: Copolymers of glycidyl propionate and allyl glycidyl ether and a copolymer of glycidyl butyrate and allyl glycidyl ether were prepared in the same way as in Example 4. Reactants: COc1cc(B2OC(C)(C)C(C)(C)O2)ccc1O, COCCOC, Nc1cnc2ccc(Cl)nc2n1, FC(F)(F)C1(F)C(F)(F)C(F)(F)C(F)(F)C(F)(F)C1(F)F, [Na+], [Na+], O=C([O-])[O-], O. Product: COc1cc(-c2ccc3ncc(N)nc3n2)ccc1O. Reaction SMILES: [CH3:13][O:14][c:15]1[c:16]([OH:30])[cH:17][cH:18][c:19]([B:21]2[O:22][C:23]([CH3:24])([CH3:25])[C:26]([CH3:27])([CH3:28])[O:29]2)[cH:20]1.[CH3:37][O:38][CH2:39][CH2:40][O:41][CH3:42].[Cl:1][c:2]1[cH:3][cH:4][c:5]2[c:6]([n:7][c:8]([NH2:11])[cH:9][n:10]2)[n:12]1.[F:44][C:45]1([F:46])[C:47]([F:48])([C:49]([F:50])([F:51])[F:52])[C:53]([F:54])([F:55])[C:56]([F:57])([F:58])[C:59]([F:60])([F:61])[C:62]1([F:63])[F:64].[Na+:31].[Na+:32].[O-:33][C:34](=[O:35])[O-:36].[OH2:43]>>[c:2]1(-[c:19]2[cH:18][cH:17][c:16]([OH:30])[c:15]([O:14][CH3:13])[cH:20]2)[cH:3][cH:4][c:5]2[c:6]([n:7][c:8]([NH2:11])[cH:9][n:10]2)[n:12]1. The reactants are COc1ccc(N2CCOCC2)c2sc(NC(=O)c3ccnc(Cl)c3)nc12, [H-], [Na+], C1COCCO1, OCc1ccccc1. Yields the product COc1ccc(N2CCOCC2)c2sc(NC(=O)c3ccnc(OCc4ccccc4)c3)nc12. Reaction SMILES: [Cl:1][c:2]1[cH:3][c:4]([C:5](=[O:6])[NH:7][c:8]2[s:9][c:10]3[c:11]([n:12]2)[c:13]([O:23][CH3:24])[cH:14][cH:15][c:16]3[N:17]2[CH2:18][CH2:19][O:20][CH2:21][CH2:22]2)[cH:25][cH:26][n:27]1.[H-:28].[Na+:29].[O:38]1[CH2:39][CH2:40][O:41][CH2:42][CH2:43]1.[OH:30][CH2:31][c:32]1[cH:33][cH:34][cH:35][cH:36][cH:37]1>>[c:2]1([O:30][CH2:31][c:32]2[cH:33][cH:34][cH:35][cH:36][cH:37]2)[cH:3][c:4]([C:5](=[O:6])[NH:7][c:8]2[s:9][c:10]3[c:11]([n:12]2)[c:13]([O:23][CH3:24])[cH:14][cH:15][c:16]3[N:17]2[CH2:18][CH2:19][O:20][CH2:21][CH2:22]2)[cH:25][cH:26][n:27]1.